Dataset: the Open Reaction Database (ORD), a public repository of structured organic reaction records. Task: describe an organic reaction: reactants, conditions, products, and yield Reactants: CC(=O)Nc1cc(Cl)ccc1C=CC(=O)O, C1CCOC1, CCN=C=NCCCN(C)C, OCC1CN(Cc2ccc(F)cc2)CCN1, On1nnc2ccccc21. The product is CC(=O)Nc1cc(Cl)ccc1C=CC(=O)N1CCN(Cc2ccc(F)cc2)CC1CO. As a reaction SMILES: [C:1]([CH3:2])(=[O:3])[NH:4][c:5]1[c:6]([CH:12]=[CH:13][C:14](=[O:15])[OH:16])[cH:7][cH:8][c:9]([Cl:11])[cH:10]1.[CH2:54]1[O:55][CH2:56][CH2:57][CH2:58]1.[CH3:17][CH2:18][N:19]=[C:20]=[N:21][CH2:22][CH2:23][CH2:24][N:25]([CH3:26])[CH3:27].[F:38][c:39]1[cH:40][cH:41][c:42]([CH2:43][N:44]2[CH2:45][CH:46]([CH2:50][OH:51])[NH:47][CH2:48][CH2:49]2)[cH:52][cH:53]1.[OH:28][n:29]1[c:30]2[c:31]([cH:32][cH:33][cH:34][cH:35]2)[n:36][n:37]1>>[C:1]([CH3:2])(=[O:3])[NH:4][c:5]1[c:6]([CH:12]=[CH:13][C:14](=[O:16])[N:47]2[CH:46]([CH2:50][OH:51])[CH2:45][N:44]([CH2:43][c:42]3[cH:41][cH:40][c:39]([F:38])[cH:53][cH:52]3)[CH2:49][CH2:48]2)[cH:7][cH:8][c:9]([Cl:11])[cH:10]1. The reactants are C1(CCCCC1)N(C(=O)NC=1SC(=CN1)SC#N)C1CCCCC1 (1,1-dicyclohexyl-3-(5-thiocyanato-thiazol-2-yl)-urea), SC[C@H](O)[C@H](O)CS (dithioerythritol), C(C)N(CCS)CC (2-diethylamino-ethanethiol). Yields the product C1(CCCCC1)N(C(=O)NC=1SC(=CN1)SCCN(CC)CC)C1CCCCC1 (1,1-Dicyclohexyl-3-[5-(2-diethylamino-ethylsulfanyl)-thiazol-2-yl]-urea). RXN SMILES: [CH:1]1([N:7]([CH:19]2[CH2:24][CH2:23][CH2:22][CH2:21][CH2:20]2)[C:8]([NH:10][C:11]2[S:12][C:13]([S:16]C#N)=[CH:14][N:15]=2)=[O:9])[CH2:6][CH2:5][CH2:4][CH2:3][CH2:2]1.SC[C@@H]([C@@H](CS)O)O.[CH2:33]([N:35]([CH2:39][CH3:40])[CH2:36][CH2:37]S)[CH3:34]>>[CH:1]1([N:7]([CH:19]2[CH2:20][CH2:21][CH2:22][CH2:23][CH2:24]2)[C:8]([NH:10][C:11]2[S:12][C:13]([S:16][CH2:34][CH2:33][N:35]([CH2:39][CH3:40])[CH2:36][CH3:37])=[CH:14][N:15]=2)=[O:9])[CH2:2][CH2:3][CH2:4][CH2:5][CH2:6]1. Procedure details: Prepared as described in general procedure (H) using 1,1-dicyclohexyl-3-(5-thiocyanato-thiazol-2-yl)-urea, dithioerythritol and 2-diethylamino-ethanethiol The reactants are C(C1=CC=CC=C1)OC(=O)[C@H]1NC[C@@H](C1)O ((2S,4R)-4-hydroxy-pyrrolidine-2-carboxylic acid benzyl ester), N (ammonia). Yields the product O[C@@H]1C[C@H](NC1)C(=O)N ((2S,4R)-4-hydroxy-pyrrolidine-2-carboxylic acid amide). RXN SMILES: C([O:8][C:9]([C@@H:11]1[CH2:15][C@@H:14]([OH:16])[CH2:13][NH:12]1)=O)C1C=CC=CC=1.[NH3:17]>>[OH:16][C@H:14]1[CH2:13][NH:12][C@H:11]([C:9]([NH2:17])=[O:8])[CH2:15]1. Reported procedure: A solution of (2S,4R)-4-hydroxy-pyrrolidine-2-carboxylic acid benzyl ester (1 g) in 880 ammonia (5 ml) is stirred for 18 hours then evaporated and triturated with diethyl ether to give the title compound as a white solid. 1H nmr (d6-DMSO, 400 MHz) 9.15 (s, br, 1H), 8.04 (s, 1H), 7.63 (s, 1H), 5.56 (s, 1H), 4.40 (s, 1H), 4.27-4.16 (m, 1H), 3.27 (d, J=7 Hz, 1H), 3.02 (d, J=7 Hz, 1H), 2.33-2.19 (m, 1H), 1.89-1.76 (m, 1H). Starting materials: CCO, O=C(CCCC(CO[N+](=O)[O-])O[N+](=O)[O-])OC1COC2C(OC3CCCCO3)COC12. Product: O=C(CCCC(CO[N+](=O)[O-])O[N+](=O)[O-])OC1COC2C(O)COC12. Reaction SMILES: [CH3:32][CH2:33][OH:34].[N+:1](=[O:2])([O-:3])[O:4][CH:5]([CH2:6][CH2:7][CH2:8][C:9](=[O:10])[O:11][CH:12]1[CH:13]2[CH:14]([O:15][CH2:16]1)[CH:17]([O:20][CH:21]1[CH2:22][CH2:23][CH2:24][CH2:25][O:26]1)[CH2:18][O:19]2)[CH2:27][O:28][N+:29](=[O:30])[O-:31]>>[N+:1](=[O:2])([O-:3])[O:4][CH:5]([CH2:6][CH2:7][CH2:8][C:9](=[O:10])[O:11][CH:12]1[CH:13]2[CH:14]([O:15][CH2:16]1)[CH:17]([OH:20])[CH2:18][O:19]2)[CH2:27][O:28][N+:29](=[O:30])[O-:31].